This data is from the Open Reaction Database (ORD), a public repository of structured organic reaction records. The task is: describe an organic reaction: reactants, conditions, products, and yield Starting materials: N1C(=O)N=C(N)C=C1 (cytosine), FC(C=1C=C(C=CC1)B(O)O)(F)F (3-(trifluoromethyl)phenylboronic acid), NC1=NC(N(C=C1)C1=CC=C(C=C1)F)=O (4-amino-1-(4-fluoro-phenyl)-1H-pyrimidin-2-one), ClCC=1N=C2N(C(N(C=C2)C2=CC=C(C=C2)F)=O)C1 (2-chloromethyl-6-(4-fluoro-phenyl)-6H-imidazo[1,2-c]pyrimidin-5-one). Yields the product ClCC=1N=C2N(C(N(C=C2)C2=CC(=CC=C2)C(F)(F)F)=O)C1 (2-chloromethyl-6-(3-trifluoromethyl-phenyl)-6H-imidazo[1,2-c]pyrimidin-5-one). As a reaction SMILES: N1C=CC(N)=NC1=O.[F:9][C:10]([F:21])([F:20])[C:11]1[CH:12]=[C:13](B(O)O)[CH:14]=[CH:15][CH:16]=1.NC1C=CN(C2C=CC(F)=CC=2)C(=O)N=1.[Cl:37][CH2:38][C:39]1[N:40]=[C:41]2[CH:46]=[CH:45][N:44](C3C=CC(F)=CC=3)[C:43](=[O:54])[N:42]2[CH:55]=1>>[Cl:37][CH2:38][C:39]1[N:40]=[C:41]2[CH:46]=[CH:45][N:44]([C:13]3[CH:14]=[CH:15][CH:16]=[C:11]([C:10]([F:21])([F:20])[F:9])[CH:12]=3)[C:43](=[O:54])[N:42]2[CH:55]=1. Reported procedure: 2-chloromethyl-6-(3-trifluoromethyl-phenyl)-6H-imidazo[1,2-c]pyrimidin-5-one was prepared from cytosine and 3-(trifluoromethyl)phenylboronic acid using the methods as described above for the preparation of 4-amino-1-(4-fluoro-phenyl)-1H-pyrimidin-2-one and 2-chloromethyl-6-(4-fluoro-phenyl)-6H-imidazo[1,2-c]pyrimidin-5-one. Yields the product BrC1=CC=C(CN(C(=S)NC2=CC=CC=C2)C(C)C)C=C1 (N-(4-bromobenzyl)-N-isopropyl-N'-phenylthiourea). Procedure details: Following the procedure described in Example 1, process variant (a), 23 g of N-(4-bromobenzyl)-N-isopropylamine were reacted with 14 g of phenyl isothiocyanate. 32 g of N-(4-bromobenzyl)-N-isopropyl-N'-phenylthiourea were obtained. Yield: 88%. Melting point: 133.5°-134.5° C. Isolated yield 87.4%. Reaction SMILES: [Br:1][C:2]1[CH:12]=[CH:11][C:5]([CH2:6][NH:7][CH:8]([CH3:10])[CH3:9])=[CH:4][CH:3]=1.[C:13]1([N:19]=[C:20]=[S:21])[CH:18]=[CH:17][CH:16]=[CH:15][CH:14]=1>>[Br:1][C:2]1[CH:3]=[CH:4][C:5]([CH2:6][N:7]([CH:8]([CH3:9])[CH3:10])[C:20]([NH:19][C:13]2[CH:18]=[CH:17][CH:16]=[CH:15][CH:14]=2)=[S:21])=[CH:11][CH:12]=1. Reactants: ( a ), BrC1=CC=C(CNC(C)C)C=C1 (N-(4-bromobenzyl)-N-isopropylamine), C1(=CC=CC=C1)N=C=S (phenyl isothiocyanate). The reactants are C(C=C)[C@@]1(C(N([C@@H]([C@H](C1)C1=CC(=CC=C1)Cl)C1=CC=C(C=C1)Cl)C(C[C@H](O)C1CC1)CC)=O)C ((3S,5R,6S)-3-allyl-5-(3-chlorophenyl)-6-(4-chlorophenyl)-1-((S)-1-cyclopropyl-1-hydroxypentan-3-yl)-3-methylpiperidin-2-one), O (water), CC(=O)OI1(C=2C=CC=CC2C(=O)O1)(OC(=O)C)OC(=O)C (Dess-Martin periodinane). Run in C(Cl)Cl (DCM). Run at time 40 minute. Yields the product C(C=C)[C@@]1(C(N([C@@H]([C@H](C1)C1=CC(=CC=C1)Cl)C1=CC=C(C=C1)Cl)[C@H](CC(=O)C1CC1)CC)=O)C ((3S,5R,6S)-3-allyl-5-(3-chlorophenyl)-6-(4-chlorophenyl)-1-((S)-1-cyclopropyl-1-oxopentan-3-yl)-3-methylpiperidin-2-one). RXN SMILES: [CH2:1]([C@@:4]1([CH3:34])[CH2:9][C@H:8]([C:10]2[CH:15]=[CH:14][CH:13]=[C:12]([Cl:16])[CH:11]=2)[C@@H:7]([C:17]2[CH:22]=[CH:21][C:20]([Cl:23])=[CH:19][CH:18]=2)[N:6]([CH:24]([CH2:31][CH3:32])[CH2:25][C@@H:26]([CH:28]2[CH2:30][CH2:29]2)[OH:27])[C:5]1=[O:33])[CH:2]=[CH2:3].O.CC(OI1(OC(C)=O)(OC(C)=O)OC(=O)C2C=CC=CC1=2)=O>C(Cl)Cl>[CH2:1]([C@@:4]1([CH3:34])[CH2:9][C@H:8]([C:10]2[CH:15]=[CH:14][CH:13]=[C:12]([Cl:16])[CH:11]=2)[C@@H:7]([C:17]2[CH:18]=[CH:19][C:20]([Cl:23])=[CH:21][CH:22]=2)[N:6]([C@@H:24]([CH2:31][CH3:32])[CH2:25][C:26]([CH:28]2[CH2:29][CH2:30]2)=[O:27])[C:5]1=[O:33])[CH:2]=[CH2:3]. Procedure: To a solution of (3S,5R,6S)-3-allyl-5-(3-chlorophenyl)-6-(4-chlorophenyl)-1-((S)-1-cyclopropyl-1-hydroxypentan-3-yl)-3-methylpiperidin-2-one prepared above in Step A (175 mg, 0.350 mmol) and water (9.5 μL, 0.52 mmol) in DCM (3.9 mL) was added Dess-Martin periodinane (222 mg, 0.524 mmol) at rt. After being stirred at rt for 40 min, the reaction was quenched (1 M aq. Na2S2O3), extracted (2×DCM), and washed (2×sat. NaHCO3 and 1×sat. aq. NaCl solution). The combined organic layers were dried (Na2SO4... Starting materials: O.NC1=CC(=C(C(=O)N[C@@H]2[C@@H](CN(CC2)CCCOC2=CC=C(C=C2)F)OC)C=C1Cl)OC (cis-4-amino-5-chloro-N-[1-[3-(4-fluorophenoxy)propyl]-3-methoxy-4-piperidinyl]-2-methoxybenzamide monohydrate). Run in CO (methanol). Product: 18.5, NC1=CC(=C(C(=O)NC2=C(C=C(C(=C2)OC)C(=O)N[C@@H]2[C@@H](CN(CC2)CCCOC2=CC=C(C=C2)F)OC)Cl)C=C1Cl)OC (cis-4-amino-5-chloro-N-[2-chloro-4-[[1-[3-(4-fluorophenoxy)propyl]-3-methoxy-4-piperidinyl]aminocarbonyl]-5-methoxyphenyl]-2-methoxybenzamide). RXN SMILES: [OH2:1].[NH2:2][C:3]1[C:30]([Cl:31])=[CH:29][C:6]([C:7]([NH:9][C@H:10]2[CH2:15][CH2:14][N:13]([CH2:16][CH2:17][CH2:18][O:19][C:20]3[CH:25]=[CH:24][C:23]([F:26])=[CH:22][CH:21]=3)[CH2:12][C@H:11]2[O:27][CH3:28])=[O:8])=[C:5]([O:32][CH3:33])[CH:4]=1>CO>[NH2:2][C:3]1[C:30]([Cl:31])=[CH:29][C:6]([C:7]([NH:2][C:3]2[CH:4]=[C:5]([O:32][CH3:33])[C:6]([C:7]([NH:9][C@H:10]3[CH2:15][CH2:14][N:13]([CH2:16][CH2:17][CH2:18][O:19][C:20]4[CH:21]=[CH:22][C:23]([F:26])=[CH:24][CH:25]=4)[CH2:12][C@H:11]3[O:27][CH3:28])=[O:8])=[CH:29][C:30]=2[Cl:31])=[O:1])=[C:5]([O:32][CH3:33])[CH:4]=1 |f:0.1|. Procedure: 40 Parts of cis-4-amino-5-chloro-N-[1-[3-(4-fluorophenoxy)propyl]-3-methoxy-4-piperidinyl]-2-methoxybenzamide monohydrate was boiled in 160 parts of methanol. The product was filtered off while hot and crystallized twice from a mixture of 600 parts of tetrachloromethane and 400 parts of trichloromethane. The product was filtered off, dried and recrystallized from 4-methyl-2-pentanone. The product was filtered off and dried (water-separator) yielding 18.5 parts of cis-4-amino-5-chloro-N-[2-chloro... Starting materials: N1C(CCNC2=C1C=CC=C2)=O (1,3,4,5-tetrahydro-1,5-benzodiazepin-2(2H)-one), acid chloride, COC=1C=C(C(=O)O)C=CC1[N+](=O)[O-] (3-methoxy-4-nitrobenzoic acid), CN(C=O)C (N,N-dimethylformamide), C(C(=O)Cl)(=O)Cl (oxalyl chloride). Solvent: ClCCl (dichloromethane), ClCCl (dichloromethane), C(C)N(CC)CC (triethylamine), ClCCl (dichloromethane). Conditions: time 30 minute. Yields the product COC=1C=C(C(=O)N2CCC(NC3=C2C=CC=C3)=O)C=CC1[N+](=O)[O-] (5-(3-methoxy-4-nitrobenzoyl)-1,3,4,5-tetrahydro-1,5-benzodiazepin-2(2H)-one). Isolated yield 93.2%. RXN SMILES: [CH3:1][O:2][C:3]1[CH:4]=[C:5]([CH:9]=[CH:10][C:11]=1[N+:12]([O-:14])=[O:13])[C:6]([OH:8])=O.CN(C)C=O.C(Cl)(=O)C(Cl)=O.[NH:26]1[C:32]2[CH:33]=[CH:34][CH:35]=[CH:36][C:31]=2[NH:30][CH2:29][CH2:28][C:27]1=[O:37]>ClCCl.C(N(CC)CC)C>[CH3:1][O:2][C:3]1[CH:4]=[C:5]([CH:9]=[CH:10][C:11]=1[N+:12]([O-:14])=[O:13])[C:6]([N:30]1[C:31]2[CH:36]=[CH:35][CH:34]=[CH:33][C:32]=2[NH:26][C:27](=[O:37])[CH2:28][CH2:29]1)=[O:8]. Procedure: To a solution of 3-methoxy-4-nitrobenzoic acid (800 mg) and catalytic amount of N,N-dimethylformamide in dichloromethane (8 ml) was added oxalyl chloride (0.7 ml) at 0° C. and the solution was stirred at ambient temperature for 30 minutes followed by the removal of solvents to give a crude acid chloride. To a solution of 1,3,4,5-tetrahydro-1,5-benzodiazepin-2(2H)-one (658 mg) and triethylamine (821 mg) in dichloromethane (4 ml) was added a solution of the above acid chloride in dichloromethane (... Starting materials: [Br-], COc1ccc(-c2cc(=O)c3ccc(O)cc3o2)cc1OC, ClCC1CO1, [H-], [K+], [Na+], CN(C)C=O. The product is COc1ccc(-c2cc(=O)c3ccc(OCC4CO4)cc3o2)cc1OC. As a reaction SMILES: [Br-:30].[CH3:1][O:2][c:3]1[cH:4][c:5](-[c:6]2[o:7][c:8]3[cH:9][c:10]([OH:17])[cH:11][cH:12][c:13]3[c:14](=[O:16])[cH:15]2)[cH:18][cH:19][c:20]1[O:21][CH3:22].[Cl:25][CH2:26][CH:27]1[CH2:28][O:29]1.[H-:23].[K+:31].[Na+:24].[O:32]=[CH:33][N:34]([CH3:35])[CH3:36]>>[CH3:1][O:2][c:3]1[cH:4][c:5](-[c:6]2[o:7][c:8]3[cH:9][c:10]([O:17][CH2:26][CH:27]4[CH2:28][O:29]4)[cH:11][cH:12][c:13]3[c:14](=[O:16])[cH:15]2)[cH:18][cH:19][c:20]1[O:21][CH3:22].